This data is from the Open Reaction Database (ORD), a public repository of structured organic reaction records. The task is: describe an organic reaction: reactants, conditions, products, and yield Starting materials: C(=O)(OC(C)(C)C)N1[C@H](C(=O)O)CCC1 (BOC-L-Proline), BrCC(=O)C1=CC=C(C=C1)[N+](=O)[O-] (2-Bromo-4′-nitro acetophenone), C(C)(C)N(CC)C(C)C (diisopropylethylamine). Solvent: [Cl-].[Na+].O (brine), C(C)#N (acetonitrile). Run at time 4 hour. Product: N1([C@@H](CCC1)C(=O)OCC(=O)C1=CC=C(C=C1)[N+](=O)[O-])C(=O)OC(C)(C)C ((S)-1-tert-butyl 2-(2-(4-nitrophenyl)-2-oxoethyl) pyrrolidine-1,2-dicarboxylate). Isolated yield 100.0%. Reaction SMILES: [C:1]([N:8]1[CH2:15][CH2:14][CH2:13][C@H:9]1[C:10]([OH:12])=[O:11])([O:3][C:4]([CH3:7])([CH3:6])[CH3:5])=[O:2].Br[CH2:17][C:18]([C:20]1[CH:25]=[CH:24][C:23]([N+:26]([O-:28])=[O:27])=[CH:22][CH:21]=1)=[O:19].C(N(C(C)C)CC)(C)C>C(#N)C.[Cl-].[Na+].O>[N:8]1([C:1]([O:3][C:4]([CH3:7])([CH3:6])[CH3:5])=[O:2])[CH2:15][CH2:14][CH2:13][C@H:9]1[C:10]([O:12][CH2:17][C:18]([C:20]1[CH:21]=[CH:22][C:23]([N+:26]([O-:28])=[O:27])=[CH:24][CH:25]=1)=[O:19])=[O:11] |f:4.5.6|. Reported procedure: To a solution of BOC-L-Proline (0.485 g, 2.25 mmol) and 2-Bromo-4′-nitro acetophenone (0.500 g, 2.05 mmol) in acetonitrile (20 mL) was added diisopropylethylamine (0.39 mL, 2.25 mmol) dropwise at ambient temperature. After stirred for four hours, the solution was poured into brine and extracted into ethyl acetate, dried over sodium sulfate, filtered, and the filtrate was concentrated to give a crude material that was used without purification (100% yield).